From a dataset of the Open Reaction Database (ORD), a public repository of structured organic reaction records. describe an organic reaction: reactants, conditions, products, and yield The product is FC1=CC=C(CC=2C=C(C=CC2OC)C(C2=C(C=C(C=C2C)NC(OC(C)(C)C)=O)C)O)C=C1 (tert-butyl 4-[[3-(4-fluorobenzyl)-4-methoxyphenyl](hydroxy)methyl]-3,5-dimethylphenylcarbamate). As a reaction SMILES: C[Li].Br[C:4]1[C:9]([CH3:10])=[CH:8][C:7]([NH:11][C:12](=[O:18])[O:13][C:14]([CH3:17])([CH3:16])[CH3:15])=[CH:6][C:5]=1[CH3:19].[Li]C(C)(C)C.[F:25][C:26]1[CH:42]=[CH:41][C:29]([CH2:30][C:31]2[CH:32]=[C:33]([CH:36]=[CH:37][C:38]=2[O:39][CH3:40])[CH:34]=[O:35])=[CH:28][CH:27]=1.[NH4+].[Cl-]>C(OCC)C.C1COCC1>[F:25][C:26]1[CH:42]=[CH:41][C:29]([CH2:30][C:31]2[CH:32]=[C:33]([CH:34]([OH:35])[C:4]3[C:9]([CH3:10])=[CH:8][C:7]([NH:11][C:12](=[O:18])[O:13][C:14]([CH3:17])([CH3:16])[CH3:15])=[CH:6][C:5]=3[CH3:19])[CH:36]=[CH:37][C:38]=2[O:39][CH3:40])=[CH:28][CH:27]=1 |f:4.5|. Yield: 46.0%. Procedure: 1.3 ml of methyllithium (2.1 mmol, 1.6 M in diethyl ether) are introduced into 1 ml of diethyl ether and, at −78° C., 600 mg (1.99 mmol) of tert-butyl 4-bromo-3,5-dimethylphenylcarbamate (Example IV) in 2 ml of diethyl ether/1 ml of THF are added. After 20 min, 1.53 ml of t-BuLi (2.6 mmol, 1.7 M in pentane) are added dropwise and the mixture is stirred at −78° C. for 30 min. 3-(4-Fluorobenzyl)-4-methoxybenzaldehyde dissolved in 3 ml of THF is added dropwise. After stirring at −78° C. for 1 h, aq... Reactants: FC1=CC=C(CC=2C=C(C=O)C=CC2OC)C=C1 (3-(4-Fluorobenzyl)-4-methoxybenzaldehyde), [NH4+].[Cl-] (NH4Cl), C[Li] (methyllithium), [Li]C(C)(C)C (t-BuLi), BrC1=C(C=C(C=C1C)NC(OC(C)(C)C)=O)C (tert-butyl 4-bromo-3,5-dimethylphenylcarbamate). Run in C(C)OCC (diethyl ether), C1CCOC1 (THF), C(C)OCC (diethyl ether), C(C)OCC (diethyl ether), C1CCOC1 (THF). Run at temperature -78 celsius, time 20 minute. Reactants: C[C@H]1[C@@]([C@H]([C@@H](O1)O[C@@H]2[C@H]([C@@H]([C@H]([C@@H]([C@H]2O)O)NC(=N)N)O)NC(=N)N)O[C@H]3[C@H]([C@@H]([C@H]([C@@H](O3)CO)O)O)NC)(C=O)O (streptomycin), C1[C@H]([C@@H]([C@H]([C@@H]([C@H]1N)O[C@@H]2[C@@H]([C@H]([C@@H]([C@H](O2)CN)O)O)O)O)O[C@@H]3[C@@H]([C@H]([C@@H]([C@H](O3)CO)O)N)O)N (kanamycin). The product is N[C@@H](CCCCN)C(=O)O (L-lysine). Reaction SMILES: C[C@@H]1O[C@@H](O[C@H]2[C@H](O)[C@@H](O)[C@H](NC(N)=N)[C@@H](O)[C@@H]2NC(N)=N)[C@H]([O:25][C@@H:26]2[O:31][C@@H:30]([CH2:32]O)[C@H:29](O)[C@@H:28](O)[C@@H:27]2[NH:36]C)[C@@]1(O)C=O.C1[C@H]([NH2:47])[C@@H](O[C@H]2O[C@H](CN)[C@@H](O)[C@H](O)[C@H]2O)[C@H](O)[C@@H](O[C@H]2O[C@H](CO)[C@@H](O)[C@H](N)[C@H]2O)[C@@H]1N>>[NH2:36][C@H:27]([C:26]([OH:31])=[O:25])[CH2:28][CH2:29][CH2:30][CH2:32][NH2:47]. Procedure details: pAET7 was introduced into V12Sα obtained in Example 16, and the pMIV-FRTKmFRT-EABDAS#10 plasmid was also introduced to obtain the V12Sα strains where the lysE, dapA, dapB, asd, lysA, and ddh genes were introduced into the chromosome by the method described in Example 16. Randomly selected 200 strains were cultured in an SEII production medium containing 50 mg/L streptomycin and 20 mg/L kanamycin to select a strain which produced the most L-lysine, and was designated as Vmac1. A streptomycin-sens... Reactants: C(CC#N)#N (malononitrile), O.NN (hydrazine hydrate), FC(C1=CC=C(C=C1)NN=C(C#N)C#N)(F)F (2-[(4-trifluoromethylphenyl)hydrazono]malononitrile), FC(C1=CC=C(N)C=C1)(F)F (4-(trifluoromethyl)aniline). Run at temperature 75 celsius. Product: FC(C1=CC=C(C=C1)NN=C1C(=NN=C1N)N)(F)F (4-[(4-trifluoromethylphenyl)hydrazono]-4H-pyrazole-3,5-diamine), compound. Isolated yield 50.0%. Reaction SMILES: FC(F)(F)C1C=CC(N[N:10]=[C:11]([C:14]#[N:15])[C:12]#[N:13])=CC=1.[F:18][C:19]([F:28])([F:27])[C:20]1[CH:26]=[CH:25][C:23]([NH2:24])=[CH:22][CH:21]=1.C(#N)CC#N.O.[NH2:35][NH2:36]>>[F:18][C:19]([F:27])([F:28])[C:20]1[CH:26]=[CH:25][C:23]([NH:24][N:10]=[C:11]2[C:12]([NH2:13])=[N:36][N:35]=[C:14]2[NH2:15])=[CH:22][CH:21]=1 |f:3.4|. Procedure: 4-[(4-trifluoromethylphenyl)hydrazono]-4H-pyrazole-3,5-diamine was prepared using 119 mg (0.5 mmol) of 2-[(4-trifluoromethylphenyl)hydrazono]malononitrile, which was derived from 4-(trifluoromethyl)aniline (126 μL, 1.0 mmol) and malononitrile (1.5 mmol), and hydrazine hydrate. No precipitate had formed after heating at 75° C. for 1 hr, however, analysis of the reaction solution by TLC indicated that no starting material remained. The solution was allowed to cool to ambient temperature and the so... The reactants are C(C)(C)(C)OC(=O)N1CCC2=CC(=CC=C12)OC1CCC(CC1)C(C)(C)C (5-(4-tert-butyl-cyclohexyloxy)-2,3-dihydro-indole-1-carboxylic acid tert-butyl ester), Cl (HCl), O1CCOCC1 (dioxane). Run in C1CCOC1 (THF). Conditions: time 48 hour. The product is C(C)(C)(C)[C@@H]1CC[C@H](CC1)OC=1C=C2CCNC2=CC1 (5-(trans-4-tert-Butyl-cyclohexyloxy)-2,3-dihydro-1H-indole). Isolated yield 98.0%. RXN SMILES: C(OC([N:8]1[C:16]2[C:11](=[CH:12][C:13]([O:17][CH:18]3[CH2:23][CH2:22][CH:21]([C:24]([CH3:27])([CH3:26])[CH3:25])[CH2:20][CH2:19]3)=[CH:14][CH:15]=2)[CH2:10][CH2:9]1)=O)(C)(C)C.Cl.O1CCOCC1>C1COCC1>[C:24]([C@H:21]1[CH2:22][CH2:23][C@H:18]([O:17][C:13]2[CH:12]=[C:11]3[C:16](=[CH:15][CH:14]=2)[NH:8][CH2:9][CH2:10]3)[CH2:19][CH2:20]1)([CH3:27])([CH3:25])[CH3:26]. Procedure details: To a solution of 5-(4-tert-butyl-cyclohexyloxy)-2,3-dihydro-indole-1-carboxylic acid tert-butyl ester (0.92 g, 2.5 mmol) in THF (10 mL) was added 4 M HCl in dioxane (6 mL, 25 mmol). The mixture was stirred at room temperature for 48 hrs to form white precipitate. This mixture was partitioned between dichloromethane and aqueous sodium bicarbonate, and the organic phase was dried over MgSO4, filtered and concentrated. The crude was purified with a silica gel column eluted with methanol in dichloro... Starting materials: C(C)[C@@H]1C(NC2=CC=C(C=C2N1C(C1=CC=C(C=C1)OC)=O)F)=O ((3R)-3-Ethyl-6-fluoro-4-(4-methoxybenzoyl)-3,4-dihydroquinoxalin-2(1H)-one), BrCCCCC (1-bromopentane), [I-].[K+] (potassium iodide), C(C)[C@@H]1C(N(C2=CC(=CC=C2N1C(C1=CC(=CC=C1)OC)=O)F)C)=O ((3R)-3-ethyl-7-fluoro-4-(3-methoxybenzoyl)-1-methyl-3,4-dihydroquinoxalin-2(1H)-one). Yields the product C(C)[C@@H]1C(N(C2=CC=C(C=C2N1C(C1=CC=C(C=C1)OC)=O)F)CCCCC)=O ((3R)-3-ethyl-6-fluoro-4-(4-methoxybenzoyl)-1-pentyl-3,4-dihydroquinoxalin-2(1H)-one). Isolated yield 55.0%. RXN SMILES: [CH2:1]([C@H:3]1[N:12]([C:13](=[O:22])[C:14]2[CH:19]=[CH:18][C:17]([O:20][CH3:21])=[CH:16][CH:15]=2)[C:11]2[C:6](=[CH:7][CH:8]=[C:9]([F:23])[CH:10]=2)[NH:5][C:4]1=[O:24])[CH3:2].Br[CH2:26][CH2:27][CH2:28][CH2:29][CH3:30].[I-].[K+].C([C@H]1N(C(=O)C2C=CC=C(OC)C=2)C2C(=CC(F)=CC=2)N(C)C1=O)C>>[CH2:1]([C@H:3]1[N:12]([C:13](=[O:22])[C:14]2[CH:19]=[CH:18][C:17]([O:20][CH3:21])=[CH:16][CH:15]=2)[C:11]2[C:6](=[CH:7][CH:8]=[C:9]([F:23])[CH:10]=2)[N:5]([CH2:26][CH2:27][CH2:28][CH2:29][CH3:30])[C:4]1=[O:24])[CH3:2] |f:2.3|. Reported procedure: (3R)-3-Ethyl-6-fluoro-4-(4-methoxybenzoyl)-3,4-dihydroquinoxalin-2(1H)-one (see Example 8) was treated with 1-bromopentane and potassium iodide (1.2 eq) according to the procedure for the preparation of (3R)-3-ethyl-7-fluoro-4-(3-methoxybenzoyl)-1-methyl-3,4-dihydroquinoxalin-2(1H)-one (see Example 4) to yield (3R)-3-ethyl-6-fluoro-4-(4-methoxybenzoyl)-1-pentyl-3,4-dihydroquinoxalin-2(1H)-one (55%). MS (ESI) m/z 399 ([M+H]+). Reactants: COC(C(C)(C)N1C=NC(=C1)NC(C(CCC)NC(CC1=CC(=CC(=C1)F)F)=O)=O)=O (2-(4-{2-[2-(3,5-Difluoro-phenyl)-acetylamino]-pentanoylamino}-imidazol-1-yl)-2-methyl-propionic acid methyl ester), [H-].[H-].[H-].[H-].[Li+].[Al+3] (LAH). Product: OCC(C)(C)N1C=NC(=C1)NC(C(CCC)NC(CC1=CC(=CC(=C1)F)F)=O)=O (2-[2-(3,5-Difluoro-phenyl)-acetylamino]-pentanoic acid [1-(2-hydroxy-1,1-dimethyl-ethyl)-1H-imidazol-4-yl]-amide). Reaction SMILES: C[O:2][C:3](=O)[C:4]([N:7]1[CH:11]=[C:10]([NH:12][C:13](=[O:30])[CH:14]([NH:18][C:19](=[O:29])[CH2:20][C:21]2[CH:26]=[C:25]([F:27])[CH:24]=[C:23]([F:28])[CH:22]=2)[CH2:15][CH2:16][CH3:17])[N:9]=[CH:8]1)([CH3:6])[CH3:5].[H-].[H-].[H-].[H-].[Li+].[Al+3]>>[OH:2][CH2:3][C:4]([N:7]1[CH:11]=[C:10]([NH:12][C:13](=[O:30])[CH:14]([NH:18][C:19](=[O:29])[CH2:20][C:21]2[CH:26]=[C:25]([F:27])[CH:24]=[C:23]([F:28])[CH:22]=2)[CH2:15][CH2:16][CH3:17])[N:9]=[CH:8]1)([CH3:6])[CH3:5] |f:1.2.3.4.5.6|. Procedure: 2-(4-{2-[2-(3,5-Difluoro-phenyl)-acetylamino]-pentanoylamino}-imidazol-1-yl)-2-methyl-propionic acid methyl ester was reduced with LAH to afford the title compound: C13 NMR (100 MHz, CDCl3) 13.9, 18.9, 24.7, 24.8, 35.5, 42.8, 53.2, 59.5, 70.1, 102.5, 102.8, 103.0, 105.6, 112.3, 112.4, 112.5, 112.6, 131.8, 137.1, 138.6, 138.7, 161.8, 161.9, 164.3, 164.4, 169.4, 169.8; MS 409.2 m/z (M+1). Starting materials: CC(=O)[O-], CO, Cl, NO, [Na+], O, CC(=O)c1ccc2c(c1)B(O)OC2(C)C. The product is CC(=NO)c1ccc2c(c1)B(O)OC2(C)C. Reaction SMILES: [C:19]([O-:20])(=[O:21])[CH3:22].[CH3:25][OH:26].[ClH:18].[NH2:16][OH:17].[Na+:23].[OH2:24].[OH:1][B:2]1[O:3][C:4]([CH3:14])([CH3:15])[c:5]2[c:6]1[cH:7][c:8]([C:11]([CH3:12])=[O:13])[cH:9][cH:10]2>>[OH:1][B:2]1[O:3][C:4]([CH3:14])([CH3:15])[c:5]2[c:6]1[cH:7][c:8]([C:11]([CH3:12])=[N:16][OH:17])[cH:9][cH:10]2. Reactants: C[Si]([N-][Si](C)(C)C)(C)C.[K+] (potassium hexamethyldisilazide), C(CC)N1C[C@@H](CC1)C1=CC=C(C=C1)N (4-((S)-1-Propylpyrrolidin-3-yl)phenylamin), FC(SC1=CC=C(C=C1)S(=O)(=O)F)(F)F (4-(trifluoromethylthio)benzene-1-sulfonyl fluoride). Solvent: C1CCOC1 (THF). Reaction conditions: temperature -78 celsius, time 1 hour. Yields the product C(CC)N1C[C@@H](CC1)C1=CC=C(C=C1)NS(=O)(=O)C1=CC=C(C=C1)SC(F)(F)F (N-[4-((S)-1-Propyl-pyrrolidin-3-yl)-phenyl]-4-trifluoromethylsulfanyl-benzenesulfonamide). Yield: 90.9%. Reaction SMILES: [CH2:1]([N:4]1[CH2:8][CH2:7][C@@H:6]([C:9]2[CH:14]=[CH:13][C:12]([NH2:15])=[CH:11][CH:10]=2)[CH2:5]1)[CH2:2][CH3:3].C[Si](C)(C)[N-][Si](C)(C)C.[K+].[F:26][C:27]([F:40])([F:39])[S:28][C:29]1[CH:34]=[CH:33][C:32]([S:35](F)(=[O:37])=[O:36])=[CH:31][CH:30]=1>C1COCC1>[CH2:1]([N:4]1[CH2:8][CH2:7][C@@H:6]([C:9]2[CH:10]=[CH:11][C:12]([NH:15][S:35]([C:32]3[CH:33]=[CH:34][C:29]([S:28][C:27]([F:40])([F:26])[F:39])=[CH:30][CH:31]=3)(=[O:37])=[O:36])=[CH:13][CH:14]=2)[CH2:5]1)[CH2:2][CH3:3] |f:1.2|. Procedure details: 4-((S)-1-Propylpyrrolidin-3-yl)phenylamin (50 mg, 0.24 mmol) was dissolved in THF (5 ml) at −78° C. and potassium hexamethyldisilazide (146 mg, 0.73 mmol) added. The solution was stirred at −78° C. for 1 hour and then 4-(trifluoromethylthio)benzene-1-sulfonyl fluoride (64 mg, 0.24 mmol) was added and the solution was allowed to reach room temperature over night. The solvent was removed in vacuo and the residue partitioned between ethyl acetate and NaOH (2M). The organic extract was separated, dr... Reactants: O (water), BrCC=1C=C(C(=O)OC)C=CC1CBr (methyl 3,4-bis(bromomethyl)benzoate), ClC=1C2=C(N=CN1)NC(C2)=O (4-chloro-5,7-dihydro-6H-pyrrolo[2,3-d]pyrimidin-6-one), C([O-])([O-])=O.[Cs+].[Cs+] (cesium carbonate). Run in CN(C=O)C (N,N-dimethylformamide). Run at time 10 minute. Yields the product ClC=1C2=C(N=CN1)NC([C@@]21CC2=CC=C(C=C2C1)C(=O)OC)=O (Methyl (2R)-4′-chloro-6′-oxo-1,3,6′,7′-tetrahydrospiro[indene-2,5′-pyrrolo[2,3-d]pyrimidine]-5-carboxylate). Reaction SMILES: Br[CH2:2][C:3]1[CH:4]=[C:5]([CH:10]=[CH:11][C:12]=1[CH2:13]Br)[C:6]([O:8][CH3:9])=[O:7].[Cl:15][C:16]1[C:17]2[CH2:24][C:23](=[O:25])[NH:22][C:18]=2[N:19]=[CH:20][N:21]=1.C(=O)([O-])[O-].[Cs+].[Cs+].O>CN(C)C=O>[Cl:15][C:16]1[C:17]2[C@@:24]3([CH2:2][C:3]4[C:12](=[CH:11][CH:10]=[C:5]([C:6]([O:8][CH3:9])=[O:7])[CH:4]=4)[CH2:13]3)[C:23](=[O:25])[NH:22][C:18]=2[N:19]=[CH:20][N:21]=1 |f:2.3.4|. Procedure: To a solution of methyl 3,4-bis(bromomethyl)benzoate (5.0 g, 15.5 mmol) and 4-chloro-5,7-dihydro-6H-pyrrolo[2,3-d]pyrimidin-6-one (5.3 g, 31.1 mmol) in N,N-dimethylformamide (150 mL) was added cesium carbonate (10.1 g, 31.1 mmol). After 10 min, water was added and the mixture was extracted with ethyl acetate. The combined organic extracts were washed with water, brine, dried over magnesium sulfate, filtered and concentrated. Purification by silica gel chromatography (1% methanol/dichloromethane→...